Dataset: the Open Reaction Database (ORD), a public repository of structured organic reaction records. Task: describe an organic reaction: reactants, conditions, products, and yield Reaction SMILES: [Mn]([O-])(=O)(=O)=O.[K+].[C:7]([C:10]1([CH2:21][C:22]([OH:24])=[O:23])[C:15]2[CH:16]=[C:17]([CH3:20])[CH:18]=[CH:19][C:14]=2[O:13][CH2:12][CH2:11]1)([OH:9])=[O:8].[OH-:25].[Na+].[OH2:27]>>[C:7]([C:10]1([CH2:21][C:22]([OH:24])=[O:23])[C:15]2[CH:16]=[C:17]([C:20]([OH:27])=[O:25])[CH:18]=[CH:19][C:14]=2[O:13][CH2:12][CH2:11]1)([OH:9])=[O:8] |f:0.1,3.4|. Starting materials: [Mn](=O)(=O)(=O)[O-].[K+] (Potassium permanganate), C(=O)(O)C1(CCOC2=C1C=C(C=C2)C)CC(=O)O (4-carboxy-3,4-dihydro-6-methyl-2H-benzopyran-4-acetic acid), [OH-].[Na+] (sodium hydroxide), O (water). Product: C(=O)(O)C1(CCOC2=C1C=C(C=C2)C(=O)O)CC(=O)O (4,6-Dicarboxy-3,4-dihydro-2H-1-benzopyran-4-acetic acid). Procedure details: Potassium permanganate (7.52 g, 48 mmol) is added to a mixture of 4-carboxy-3,4-dihydro-6-methyl-2H-benzopyran-4-acetic acid (3.50 g, 14 mmol) and sodium hydroxide (0.84 g, 21 mmol) in water at 50° C. The reaction mixture is stirred at 50° to 60° C. overnight and filtered through diatomaceous earth. The filtrate is acidified to pH 1 with hydrochloric acid, washed with an ether/methylene chloride solution and filtered to obtain the title product as a white solid (0.62 g, mp 198°-200° C.). Run at time 8 hour. Reactants: ClC=1C=C(C=CC1)C#CC1=NOC2(C1)CN(CC2)C(=O)OCC (Ethyl 3-[(3-chlorophenyl)ethynyl]-1-oxa-2,7-diazaspiro[4.4]non-2-ene-7-carboxylate), ClC=1C=C(C=CC1)C#CC1=NOC2(C1)CNCC2 (3-[(3-Chlorophenyl)ethynyl]-1-oxa-2,7-diazaspiro[4.4]non-2-ene). Product: ClC=1C=C(C=CC1)C#CC=1CC2(ON1)CN(CC2OC)C(=O)OCC (Ethyl 2-[2-(3-chlorophenyl)ethynyl]-9-methoxy-4-oxa-3,7-diazaspiro[4.4]non-2-ene-7-carboxylate). RXN SMILES: [Cl:1][C:2]1[CH:3]=[C:4]([C:8]#[C:9][C:10]2[CH2:14][C:13]3([CH2:18][CH2:17][N:16]([C:19]([O:21][CH2:22][CH3:23])=[O:20])[CH2:15]3)[O:12][N:11]=2)[CH:5]=[CH:6][CH:7]=1.ClC1C=C(C#CC2C[C:36]3(CCNC3)[O:35]N=2)C=CC=1>>[Cl:1][C:2]1[CH:3]=[C:4]([C:8]#[C:9][C:10]2[CH2:14][C:13]3([CH:18]([O:35][CH3:36])[CH2:17][N:16]([C:19]([O:21][CH2:22][CH3:23])=[O:20])[CH2:15]3)[O:12][N:11]=2)[CH:5]=[CH:6][CH:7]=1. Procedure details: The title compound was synthesized following the method herein described for the compound of Example 112 but replacing Compound 126a for Compound 27d. After the usual work-up procedure the crude was purified by means of automated flash chromatography (SP01®TM-Biotage; gradient Petroleum Ether-EtOAc from 8:2 to 1:1) giving the title compound. Yield: 52.6%. The reactants are C[C@@H]1CC[C@H](CC1)NC(C=CC1=CC(=C(C=C1)OCCN1CCOCC1)OC)=O (N-(trans-4-methylcyclohexyl)-4-(2-morpholinoethoxy)-3-methoxycinnamamide). The reagents and catalysts are [C].[Pd] (palladium-carbon). Run in CO (methanol). Yields the product C[C@@H]1CC[C@H](CC1)NC(CCC1=CC(=C(C=C1)OCCN1CCOCC1)OC)=O (N-(trans-4methylcyclohexyl)-3-[4-(2-morpholinoethoxy)-3-methoxyphenyl]propionamide). Isolated yield 89.6%. As a reaction SMILES: [CH3:1][C@H:2]1[CH2:7][CH2:6][C@H:5]([NH:8][C:9](=[O:29])[CH:10]=[CH:11][C:12]2[CH:17]=[CH:16][C:15]([O:18][CH2:19][CH2:20][N:21]3[CH2:26][CH2:25][O:24][CH2:23][CH2:22]3)=[C:14]([O:27][CH3:28])[CH:13]=2)[CH2:4][CH2:3]1>[C].[Pd].CO>[CH3:1][C@H:2]1[CH2:3][CH2:4][C@H:5]([NH:8][C:9](=[O:29])[CH2:10][CH2:11][C:12]2[CH:17]=[CH:16][C:15]([O:18][CH2:19][CH2:20][N:21]3[CH2:26][CH2:25][O:24][CH2:23][CH2:22]3)=[C:14]([O:27][CH3:28])[CH:13]=2)[CH2:6][CH2:7]1 |f:1.2|. Procedure: Using 1 g of N-(trans-4-methylcyclohexyl)-4-(2-morpholinoethoxy)-3-methoxycinnamamide (Example 144), 0.05 g of 10% palladium-carbon, and 100 ml of methanol, a reaction similar to that conducted in Example 147 was carried out. The product obtained was recrystallized from methylene chloride/ether, yielding 0.90 g of N-(trans-4methylcyclohexyl)-3-[4-(2-morpholinoethoxy)-3-methoxyphenyl]propionamide (a compound of the present invention) as white crystal, which had the following physiochemical proper...